From a dataset of the Open Reaction Database (ORD), a public repository of structured organic reaction records. describe an organic reaction: reactants, conditions, products, and yield Product: CN(C)CCCNC(=O)c1cccc(-c2ccccc2CSCCOc2ccccc2)c1. As a reaction SMILES: [CH2:66]1[O:67][CH2:68][CH2:69][CH2:70]1.[CH3:1][N:2]([CH2:3][CH2:4][CH2:5][NH:6][C:7]([c:8]1[cH:9][c:10](-[c:11]2[cH:12][cH:13][c:14]([CH2:15][S:16][CH2:17][CH2:18][O:19][c:20]3[cH:21][cH:22][cH:23][cH:24][cH:25]3)[cH:26][cH:27]2)[cH:28][cH:29][cH:30]1)=[O:31])[CH3:32].[CH3:59][N:60]([CH3:61])[CH2:62][CH2:63][CH2:64][NH2:65].[O:33]([c:34]1[cH:35][cH:36][cH:37][cH:38][cH:39]1)[CH2:40][CH2:41][S:42][CH2:43][c:44]1[c:45](-[c:50]2[cH:51][c:52]([C:56](=[O:57])[OH:58])[cH:53][cH:54][cH:55]2)[cH:46][cH:47][cH:48][cH:49]1>>[CH3:1][N:2]([CH2:3][CH2:4][CH2:5][NH:6][C:56]([c:52]1[cH:51][c:50](-[c:45]2[c:44]([CH2:43][S:42][CH2:41][CH2:40][O:33][c:34]3[cH:35][cH:36][cH:37][cH:38][cH:39]3)[cH:49][cH:48][cH:47][cH:46]2)[cH:55][cH:54][cH:53]1)=[O:57])[CH3:32]. Reactants: C1CCOC1, CN(C)CCCNC(=O)c1cccc(-c2ccc(CSCCOc3ccccc3)cc2)c1, CN(C)CCCN, O=C(O)c1cccc(-c2ccccc2CSCCOc2ccccc2)c1. The reactants are CC1(Cn2nc(-c3ccc(OC(F)(F)F)cc3)oc2=O)CO1, CCO, O=[N+]([O-])c1c[nH]c(Cl)n1, [Na+], O, O=C([O-])O. The product is CC(O)(Cn1cc([N+](=O)[O-])nc1Cl)Cn1nc(-c2ccc(OC(F)(F)F)cc2)oc1=O. As a reaction SMILES: [CH3:10][C:11]1([CH2:14][n:15]2[c:16](=[O:31])[o:17][c:18](-[c:20]3[cH:21][cH:22][c:23]([O:26][C:27]([F:28])([F:29])[F:30])[cH:24][cH:25]3)[n:19]2)[O:12][CH2:13]1.[CH3:38][CH2:39][OH:40].[Cl:1][c:2]1[nH:3][cH:4][c:5]([N+:7](=[O:8])[O-:9])[n:6]1.[Na+:32].[OH2:37].[OH:33][C:34](=[O:35])[O-:36]>>[Cl:1][c:2]1[n:3]([CH2:13][C:11]([CH3:10])([OH:12])[CH2:14][n:15]2[c:16](=[O:31])[o:17][c:18](-[c:20]3[cH:21][cH:22][c:23]([O:26][C:27]([F:28])([F:29])[F:30])[cH:24][cH:25]3)[n:19]2)[cH:4][c:5]([N+:7](=[O:8])[O-:9])[n:6]1. The reactants are C1(=CC=CC=C1)P(C1=CC=CC=C1)C1=CC=CC=C1 (triphenylphosphine), CCOC(=O)/N=N/C(=O)OCC (DEAD), C(C1=CC=CC=C1)N1C(C2CC(CC2C1)(F)F)CO ((3-benzyl-7,7-difluoro-3-azabicyclo[3.3.0]oct-2-yl)-methanol), C1(C=2C(C(N1)=O)=CC=CC2)=O (phthalimide). Run in CC(OCC)=O (EA), C1CCOC1 (THF), C1(=CC=CC=C1)C (toluene), C1CCOC1 (THF), CCCCCCC.CC(OCC)=O (n-heptane EA). Conditions: time 8 hour. Product: C(C1=CC=CC=C1)N1[C@@H]([C@H]2CC(C[C@H]2C1)(F)F)CN1C(C2=CC=CC=C2C1=O)=O ((1S,2S,5R)-2-(3-benzyl-7,7-difluoro-3-azabicyclo[3.3.0]oct-2-ylmethyl)-isoindole-1,3-dione). The yield is 63.7%. Reaction SMILES: C1(P(C2C=CC=CC=2)C2C=CC=CC=2)C=CC=CC=1.CCOC(/N=N/C(OCC)=O)=O.[C:32]1(=[O:42])[NH:36][C:35](=[O:37])[C:34]2=[CH:38][CH:39]=[CH:40][CH:41]=[C:33]12.[CH2:43]([N:50]1[CH2:57][CH:56]2[CH:52]([CH2:53][C:54]([F:59])([F:58])[CH2:55]2)[CH:51]1[CH2:60]O)[C:44]1[CH:49]=[CH:48][CH:47]=[CH:46][CH:45]=1>C1COCC1.C1(C)C=CC=CC=1.CC(=O)OCC.CCCCCCC.CC(=O)OCC>[CH2:43]([N:50]1[CH2:57][C@H:56]2[C@H:52]([CH2:53][C:54]([F:59])([F:58])[CH2:55]2)[C@H:51]1[CH2:60][N:36]1[C:32](=[O:42])[C:33]2[C:34](=[CH:38][CH:39]=[CH:40][CH:41]=2)[C:35]1=[O:37])[C:44]1[CH:45]=[CH:46][CH:47]=[CH:48][CH:49]=1 |f:7.8|. Reported procedure: To a cold solution of triphenylphosphine (1.8 g) in dry THF (90 mL) was added dropwise DEAD 40% in toluene (3.15 mL). Then was added successively phthalimide (1.01 g) and a solution of (3-benzyl-7,7-difluoro-3-azabicyclo[3.3.0]oct-2-yl)-methanol (WO03/062265) (1.83 g) in dry THF (10 mL). The reaction mixture was stirred at RT overnight, diluted with EA, washed with water. The organic phase was washed with sat. NaHCO3 solution, dried (MgSO4), filtered and concentrated to yield a crude oil. FC (n-... Starting materials: solution, CC(C)(CCC1(OCCO1)C)O (2-methyl-4-(2-methyl[1,3]dioxolan-2-yl)butan-2-ol), [OH-].[Na+] (sodium hydroxide), Cl (hydrochloric acid). Solvent: CC(=O)C (acetone). Run at time 2 hour. Yields the product OC(CCC(C)=O)(C)C (5-hydroxy-5-methylhexan-2-one). Isolated yield 89.9%. RXN SMILES: [CH3:1][C:2]([OH:12])([CH2:4][CH2:5][C:6]1([CH3:11])OCC[O:7]1)[CH3:3].Cl.[OH-].[Na+]>CC(C)=O>[OH:12][C:2]([CH3:3])([CH3:1])[CH2:4][CH2:5][C:6](=[O:7])[CH3:11] |f:2.3|. Procedure: The obtained 2-methyl-4-(2-methyl[1,3]dioxolan-2-yl)butan-2-ol (21.18 g) was dissolved in acetone (165 ml). Thereafter, 1 M hydrochloric acid (6.6 ml) was added to the solution, and the obtained mixture was stirred at a room temperature for 2 hours. The reaction solution was neutralized with an aqueous 1 M sodium hydroxide solution. Thereafter, a saturated saline solution (100 ml) was added thereto, and acetone was then distilled off under a reduced pressure. After extraction with chloroform (20... Reactants: COC1=CC=C(C2=CC=CC(=C12)S(=O)(=O)N(C)C)C(=O)O (4-Methoxy-5-(dimethylaminosulfonyl)-1-naphthalenecarboxylic acid), S(=O)(=O)(Cl)Cl (Sulfuryl chloride), ice water. Solvent: C(C)(=O)O (acetic acid). Run at time 2 hour. Yields the product ClC=1C=C(C2=CC=CC(=C2C1OC)S(=O)(=O)N(C)C)C(=O)O (3-Chloro-4-methoxy-5-(dimethylaminosulfonyl)-1-naphthalenecarboxylic Acid). Isolated yield 97.2%. As a reaction SMILES: [CH3:1][O:2][C:3]1[C:12]2[C:7](=[CH:8][CH:9]=[CH:10][C:11]=2[S:13]([N:16]([CH3:18])[CH3:17])(=[O:15])=[O:14])[C:6]([C:19]([OH:21])=[O:20])=[CH:5][CH:4]=1.S(Cl)([Cl:25])(=O)=O>C(O)(=O)C>[Cl:25][C:4]1[CH:5]=[C:6]([C:19]([OH:21])=[O:20])[C:7]2[C:12]([C:3]=1[O:2][CH3:1])=[C:11]([S:13]([N:16]([CH3:17])[CH3:18])(=[O:15])=[O:14])[CH:10]=[CH:9][CH:8]=2. Procedure details: 4-Methoxy-5-(dimethylaminosulfonyl)-1-naphthalenecarboxylic acid (15.26 g, 50 mmoles), described in Example 1a) was suspended in acetic acid (46 ml). Sulfuryl chloride (6 ml, 75 mmoles) was added portionwise to the suspension at such a rate that the temperature did not exceed 32° C. The resulting solution was stirred at 20°-22° C. for 2 hr and then poured into 460 ml of ice water. The mixture was stirred for 30 min. The precipitate was collected and dried over P2O5 to give 16.7 g of the title co... Reactants: C(=O)NC=1SC=C(N1)C(C(=O)NC1[C@@H]2N(C(=C(CS2)CSC2=NN=NN2C)C(=O)O)C1=O)=NOCC(F)(F)F (7-[2-(2-formamidothiazol-4-yl)-2-(2,2,2-trifluoroethoxyimino)acetamido]-3-(1-methyl-1H-tetrazol-5-yl)thiomethyl-3-cephem-4-carboxylic acid), Cl (hydrochloric acid). The solvent is CO (methanol). Run at time 4 hour. Product: Cl.NC=1SC=C(N1)C(C(=O)NC1[C@@H]2N(C(=C(CS2)CSC2=NN=NN2C)C(=O)O)C1=O)=NOCC(F)(F)F (7-[2-(2-aminothiazol-4-yl)-2-(2,2,2-trifluoroethoxyimino)acetamido]-3-(1-methyl-1H-tetrazol-5-yl)thiomethyl-3-cephem-4-carboxylic acid hydrochloride). The yield is 59.2%. Reaction SMILES: C([NH:3][C:4]1[S:5][CH:6]=[C:7]([C:9](=[N:33][O:34][CH2:35][C:36]([F:39])([F:38])[F:37])[C:10]([NH:12][CH:13]2[C:31](=[O:32])[N:15]3[C:16]([C:28]([OH:30])=[O:29])=[C:17]([CH2:20][S:21][C:22]4[N:26]([CH3:27])[N:25]=[N:24][N:23]=4)[CH2:18][S:19][C@H:14]23)=[O:11])[N:8]=1)=O.[ClH:40]>CO>[ClH:40].[NH2:3][C:4]1[S:5][CH:6]=[C:7]([C:9](=[N:33][O:34][CH2:35][C:36]([F:37])([F:38])[F:39])[C:10]([NH:12][CH:13]2[C:31](=[O:32])[N:15]3[C:16]([C:28]([OH:30])=[O:29])=[C:17]([CH2:20][S:21][C:22]4[N:26]([CH3:27])[N:25]=[N:24][N:23]=4)[CH2:18][S:19][C@H:14]23)=[O:11])[N:8]=1 |f:3.4|. Procedure details: A mixture of 7-[2-(2-formamidothiazol-4-yl)-2-(2,2,2-trifluoroethoxyimino)acetamido]-3-(1-methyl-1H-tetrazol-5-yl)thiomethyl-3-cephem-4-carboxylic acid (syn isomer, 1.0 g.) conc. hydrochloric acid (0.33 g.) and methanol (10 ml.) was stirred at room temperature for 4 hours. The precipitates were collected by filtration and washed with diethyl ether to give 7-[2-(2-aminothiazol-4-yl)-2-(2,2,2-trifluoroethoxyimino)acetamido]-3-(1-methyl-1H-tetrazol-5-yl)thiomethyl-3-cephem-4-carboxylic acid hydroch... Starting materials: CCn1cc(C(=O)O)c(=O)c2cc(F)c(F)cc21, CN(C)C=O, CNCC1CCNC1, CC#N. The product is CCn1cc(C(=O)O)c(=O)c2cc(F)c(N3CCC(CNC)C3)cc21. As a reaction SMILES: [CH2:1]([CH3:2])[n:3]1[cH:4][c:5]([C:16](=[O:17])[OH:18])[c:6](=[O:15])[c:7]2[cH:8][c:9]([F:14])[c:10]([F:13])[cH:11][c:12]12.[CH3:19][N:20]([CH3:21])[CH:22]=[O:23].[CH3:24][NH:25][CH2:26][CH:27]1[CH2:28][NH:29][CH2:30][CH2:31]1.[CH3:32][C:33]#[N:34]>>[CH2:1]([CH3:2])[n:3]1[cH:4][c:5]([C:16](=[O:17])[OH:18])[c:6](=[O:15])[c:7]2[cH:8][c:9]([F:14])[c:10]([N:29]3[CH2:28][CH:27]([CH2:26][NH:25][CH3:24])[CH2:31][CH2:30]3)[cH:11][c:12]12. The reactants are Cl (hydrochloric acid), aqueous solution, [Na] (sodium), FC1=C(C=CC(=C1)F)[C@](COC(C(C)C)=O)(COS(=O)(=O)C)O ((S)-2-(2,4-difluorophenyl)-1-isobutyryloxy-3-methanesulfonyloxy-2-propanol). Run in CO (methanol), CO (methanol). Conditions: time 2 hour. Yields the product FC1=C(C=CC(=C1)F)[C@]1(CO)CO1 ((S)-2-(2,4-difluorophenyl)-2,3-epoxy-1-propanol). Isolated yield 95.1%. RXN SMILES: [F:1][C:2]1[CH:7]=[C:6]([F:8])[CH:5]=[CH:4][C:3]=1[C@@:9]([OH:23])([CH2:17][O:18]S(C)(=O)=O)[CH2:10]OC(=O)C(C)C.[Na].Cl>CO>[F:1][C:2]1[CH:7]=[C:6]([F:8])[CH:5]=[CH:4][C:3]=1[C@:9]1([O:23][CH2:10]1)[CH2:17][OH:18] |^1:23|. Procedure: In 14 ml of methanol was dissolved 4.06 g of (S)-2-(2,4-difluorophenyl)-1-isobutyryloxy-3-methane-sulfonyloxy-2-propanol obtained in Example 44. After a temperature of the resulting liquid was kept at 5° C., 14 ml of aqueous solution of 2N sodium m hydroxide was added dropwise thereto with cooling at 15° C. or below. After dropping, the resulting liquid was stirred at a temperature of 10° to 15° C. for 2 hours. Thereto 1N hydrochloric acid was added until the liquid was adjusted to pH 7 and meth...